describe an organic reaction: reactants, conditions, products, and yield From a dataset of the Open Reaction Database (ORD), a public repository of structured organic reaction records. The solvent is CC(CC)=O (butanone). Run at time 10 hour. RXN SMILES: Cl[CH2:2][CH2:3][CH2:4][CH2:5][C:6]#[C:7][Si:8]([CH3:11])([CH3:10])[CH3:9].[I-:12].[Na+]>CC(=O)CC>[I:12][CH2:2][CH2:3][CH2:4][CH2:5][C:6]#[C:7][Si:8]([CH3:11])([CH3:10])[CH3:9] |f:1.2|. Yields the product ICCCCC#C[Si](C)(C)C (6-iodo-1-trimethylsilylhex-1-yne). Procedure details: A mixture of 6-chloro-1-trimethylsilylhex-1-yne (14.0 g.) and sodium iodide (30 g) in butanone (100 ml) was heated at reflux, with stirring, for 10 hours. After this time the solvent was removed in vacuo and the residue partitioned between diethyl ether and water. The organic phase was separated, washed with water and brine before drying over anhydrous magnesium sulphate. The solvent was removed under reduced pressure to leave 6-iodo-1-trimethylsilylhex-1-yne as a yellow oil (20.0 g). Isolated yield 96.2%. Starting materials: ClCCCCC#C[Si](C)(C)C (6-chloro-1-trimethylsilylhex-1-yne), [I-].[Na+] (sodium iodide).